From a dataset of the Open Reaction Database (ORD), a public repository of structured organic reaction records. describe an organic reaction: reactants, conditions, products, and yield Starting materials: ClC1=CC(=NC=2N1N=CC2)N (7-Chloropyrazolo[1,5-a]pyrimidin-5-amine), N1CCOCC1 (morpholine), CN1CCCC1=O (NMP). Run in O1CCOCC1 (dioxane). Run at temperature 100 celsius. Yields the product desired product, O1CCN(CC1)C1=CC(=NC=2N1N=CC2)N (7-morpholinopyrazolo[1,5-a]pyrimidin-5-amine). The yield is 38.0%. Reaction SMILES: Cl[C:2]1[N:7]2[N:8]=[CH:9][CH:10]=[C:6]2[N:5]=[C:4]([NH2:11])[CH:3]=1.[NH:12]1[CH2:17][CH2:16][O:15][CH2:14][CH2:13]1.CN1C(=O)CCC1>O1CCOCC1>[O:15]1[CH2:16][CH2:17][N:12]([C:2]2[N:7]3[N:8]=[CH:9][CH:10]=[C:6]3[N:5]=[C:4]([NH2:11])[CH:3]=2)[CH2:13][CH2:14]1. Procedure: 7-Chloropyrazolo[1,5-a]pyrimidin-5-amine (1E, 10 g, 30 mmol) and morpholine were added to NMP (20 ml) and dioxane (80 ml). The mixture was heated to 100° C. and the resulting suspension was concentrated in vacuo to remove most of the dioxane. Brine was added and the mixture was extracted with EtOAc five times. Combined organics were washed with brine, dried over MgSO4, filtered and concentrated in vacuo. Trituration of the residue with Et2O gave the desired product 7-morpholinopyrazolo[1,5-a]pyr... Reactants: [Cl-].[Na+] (sodium chloride), C(C)(C)(C)OC(=O)N[C@H](C(=O)O)CCCNCN=N[N+](=O)[O-] ((2S)-2-tert-butoxycarbonylamino-5-(nitroimino-amino)methylaminopentanoic acid), NC=1SC=CN1 (2-aminothiazole), C(CCl)Cl (EDC). Run in CN(C)C=O (DMF). Run at time 4 hour. Product: S1C(=NC=C1)NC([C@H](CCCNCN=N[N+](=O)[O-])NC(=O)OC(C)(C)C)=O ((2S)-2-tert-butoxycarbonylamino-5-(nitroimino-amino)methylaminopentanoic acid 1,3-thiazol-2-ylamide). The yield is 36.4%. RXN SMILES: [C:1]([O:5][C:6]([NH:8][C@@H:9]([CH2:13][CH2:14][CH2:15][NH:16][CH2:17][N:18]=[N:19][N+:20]([O-:22])=[O:21])[C:10]([OH:12])=O)=[O:7])([CH3:4])([CH3:3])[CH3:2].[NH2:23][C:24]1[S:25][CH:26]=[CH:27][N:28]=1.C(Cl)CCl.[Cl-].[Na+]>CN(C=O)C>[S:25]1[CH:26]=[CH:27][N:28]=[C:24]1[NH:23][C:10](=[O:12])[C@@H:9]([NH:8][C:6]([O:5][C:1]([CH3:2])([CH3:3])[CH3:4])=[O:7])[CH2:13][CH2:14][CH2:15][NH:16][CH2:17][N:18]=[N:19][N+:20]([O-:22])=[O:21] |f:3.4|. Procedure: To a stirred solution of (2S)-2-tert-butoxycarbonylamino-5-(nitroimino-amino)methylaminopentanoic acid (5.00 g, 15.6 mmol) and 2-aminothiazole (1.72 g, 17.2 mmol) in DMF (16 mL) is added EDC (3.30 g, 17.2 mmol). The solution is allowed to stir for 4 h then added to half-saturated aqueous sodium chloride solution and extracted with EtOAc. The combined organic extracts are washed with 1 N sodium bisulfate, 5% aqueous sodium bicarbonate, saturated aqueous sodium chloride, and dried over magnesium s...